Dataset: the Open Reaction Database (ORD), a public repository of structured organic reaction records. Task: describe an organic reaction: reactants, conditions, products, and yield The reactants are FC(C(C(=O)O)(C)O)(F)F (3,3,3-trifluoro-2-hydroxy-2-methylpropanoic acid), S(=O)(Cl)Cl (thionyl chloride), Example 11, NC=1C=CC2=C(C(C3=C(OC2)C=CC(=C3)OC)=O)C1 (9-amino-2-methoxy-6,11-dihydrodibenz[b,e]oxepin-11-one). Solvent: CC(=O)N(C)C (dimethylacetamide). Conditions: temperature -10 celsius, time 1 hour. The product is COC1=CC2=C(OCC3=C(C2=O)C=C(C=C3)NC(C(C(F)(F)F)(C)O)=O)C=C1 (2-Methoxy-9-(3,3,3-trifluoro-2-hydroxy-2-methylpropanoylamino)-6,11-dihydrodibenz[b,e]oxepin-11-one). Isolated yield 87.0%. RXN SMILES: [F:1][C:2]([F:10])([F:9])[C:3]([OH:8])([CH3:7])[C:4](O)=[O:5].S(Cl)(Cl)=O.[NH2:15][C:16]1[CH:17]=[CH:18][C:19]2[CH2:25][O:24][C:23]3[CH:26]=[CH:27][C:28]([O:30][CH3:31])=[CH:29][C:22]=3[C:21](=[O:32])[C:20]=2[CH:33]=1>CC(N(C)C)=O>[CH3:31][O:30][C:28]1[CH:27]=[CH:26][C:23]2[O:24][CH2:25][C:19]3[CH:18]=[CH:17][C:16]([NH:15][C:4](=[O:5])[C:3]([OH:8])([CH3:7])[C:2]([F:10])([F:9])[F:1])=[CH:33][C:20]=3[C:21](=[O:32])[C:22]=2[CH:29]=1. Procedure details: In dimethylacetamide (8 ml) was dissolved 3,3,3-trifluoro-2-hydroxy-2-methylpropanoic acid (0.73 g, 4.63 mmol), and thionyl chloride (0.36 ml, 4.63 mmol) was added thereto at −15° C., followed by stirring at −15 to −5° C. for one hour. To the reaction mixture was added 9-amino-2-methoxy-6,11-dihydrodibenz[b,e]oxepin-11-one obtained in Reference Example 11 (0.59 g, 2.32 mmol), and the mixture was stirred overnight at room temperature. The reaction mixture was concentrated under reduced pressure, ... The reactants are CCCc1c(CNC)ccc2ccccc12, CNCc1cc2ccccc2n1C, COc1ccc(CN2CC(=O)Nc3ncc(C=CC(=O)O)cc3C2)cc1, CN1CC(=O)Nc2ncc(C=CC(=O)O)cc2C1, Cl, Cl. The product is COc1ccc(CN2CC(=O)Nc3ncc(C=CC(=O)N(C)Cc4cc5ccccc5n4C)cc3C2)cc1, Cl. RXN SMILES: [CH3:14][NH:15][CH2:16][c:17]1[cH:18][cH:19][c:20]2[c:21]([cH:22][cH:23][cH:24][cH:25]2)[c:26]1[CH2:27][CH2:28][CH3:29].[CH3:1][NH:2][CH2:3][c:4]1[n:5]([CH3:13])[c:6]2[cH:7][cH:8][cH:9][cH:10][c:11]2[cH:12]1.[CH3:31][O:32][c:33]1[cH:34][cH:35][c:36]([CH2:37][N:38]2[CH2:39][C:40](=[O:54])[NH:41][c:42]3[c:43]([cH:45][c:46]([CH:49]=[CH:50][C:51](=[O:52])[OH:53])[cH:47][n:48]3)[CH2:44]2)[cH:55][cH:56]1.[CH3:58][N:59]1[CH2:60][c:61]2[cH:62][c:63]([CH:64]=[CH:65][C:66]([OH:67])=[O:68])[cH:69][n:70][c:71]2[NH:72][C:73](=[O:74])[CH2:75]1.[ClH:30].[ClH:57]>>[CH3:1][N:2]([CH2:3][c:4]1[n:5]([CH3:13])[c:6]2[cH:7][cH:8][cH:9][cH:10][c:11]2[cH:12]1)[C:51]([CH:50]=[CH:49][c:46]1[cH:45][c:43]2[c:42]([n:48][cH:47]1)[NH:41][C:40](=[O:54])[CH2:39][N:38]([CH2:37][c:36]1[cH:35][cH:34][c:33]([O:32][CH3:31])[cH:56][cH:55]1)[CH2:44]2)=[O:53].[ClH:30]. The reactants are ClC1=C(OC=2C=CC(=C(OC(C(=O)Cl)C)C2)[N+](=O)[O-])C=CC(=C1)C(F)(F)F (2-[5-(o-chloro-p-trifluoromethyl-phenoxy)-2-nitrophenoxy]-propionyl chloride), OC(C)P(OCC)(OCC)=O (diethyl 1-hydroxyethylphosphonate). Product: ClC1=C(OC=2C=CC(=C(OC(C(=O)OC(C)P(OCC)(OCC)=O)C)C2)[N+](=O)[O-])C=CC(=C1)C(F)(F)F (diethyl 1-[2-[5-(o-chloro-p-trifluoromethyl-phenoxy)-2-nitrophenoxy]-propionyloxy]-ethylphosphonate). As a reaction SMILES: [Cl:1][C:2]1[CH:23]=[C:22]([C:24]([F:27])([F:26])[F:25])[CH:21]=[CH:20][C:3]=1[O:4][C:5]1[CH:6]=[CH:7][C:8]([N+:17]([O-:19])=[O:18])=[C:9]([CH:16]=1)[O:10][CH:11]([CH3:15])[C:12](Cl)=[O:13].[OH:28][CH:29]([P:31](=[O:38])([O:35][CH2:36][CH3:37])[O:32][CH2:33][CH3:34])[CH3:30]>>[Cl:1][C:2]1[CH:23]=[C:22]([C:24]([F:27])([F:26])[F:25])[CH:21]=[CH:20][C:3]=1[O:4][C:5]1[CH:6]=[CH:7][C:8]([N+:17]([O-:19])=[O:18])=[C:9]([CH:16]=1)[O:10][CH:11]([CH3:15])[C:12]([O:28][CH:29]([P:31](=[O:38])([O:32][CH2:33][CH3:34])[O:35][CH2:36][CH3:37])[CH3:30])=[O:13]. Procedure: by using 2-[5-(o-chloro-p-trifluoromethyl-phenoxy)-2-nitrophenoxy]-propionyl chloride and diethyl 1-hydroxyethylphosphonate there is obtained diethyl 1-[2-[5-(o-chloro-p-trifluoromethyl-phenoxy)-2-nitrophenoxy]-propionyloxy]-ethylphosphonate, 1H-NMR (CDCl3, 400 MHz) 7.93 ppm and 7.92 ppm (2d, 1H), 7.79 ppm (d, 1H), 7.51-7.55 ppm (m, 1H), 7.23 ppm and 7.19 ppm (2d, 1H), 6.68 ppm and 6.58 ppm (2d, 1H), 6.53 ppm and 6.46 ppm (2q, 1H), 5.31 ppm and 5.29 ppm (2q, 1H), 4.88 and 4.85 ppm (2q, 1H), 4.21... Starting materials: O=C(CC(=O)OCCC#N)CCC (2-cyanoethyl 3-oxohexanoate), N\C(=C/C(=O)OC)\C (methyl 3-aminocrotonate), COC1=CC=C(C=O)C=C1 (4-methoxybenzaldehyde). Run in C(C)(C)O (isopropanol). Reaction conditions: time 0.5 hour. Yields the product COC1=CC=C(C=C1)C1C(=C(NC(=C1C(=O)OC)C)CCC)C(=O)O (1,4-Dihydro-4-(4-methyloxyphenyl)-5-methoxycarbonyl-6-methyl-2-propylpyridine-3-carboxylic acid). As a reaction SMILES: O=[C:2]([CH2:11][CH2:12][CH3:13])[CH2:3][C:4]([O:6]CCC#N)=[O:5].[NH2:14]/[C:15](/[CH3:21])=[CH:16]\[C:17]([O:19][CH3:20])=[O:18].[CH3:22][O:23][C:24]1[CH:31]=[CH:30][C:27]([CH:28]=O)=[CH:26][CH:25]=1>C(O)(C)C>[CH3:22][O:23][C:24]1[CH:31]=[CH:30][C:27]([CH:28]2[C:16]([C:17]([O:19][CH3:20])=[O:18])=[C:15]([CH3:21])[NH:14][C:2]([CH2:11][CH2:12][CH3:13])=[C:3]2[C:4]([OH:6])=[O:5])=[CH:26][CH:25]=1. Reported procedure: A mixture of 2-cyanoethyl 3-oxohexanoate (11.9 mmol), methyl 3-aminocrotonate (11.9 mmol), and 4-methoxybenzaldehyde in 25 mL of isopropanol is heated at reflux temperature for 16 h, cooled, and the solvent is removed under reduced pressure. The residue is dissolved in 15 mL of dioxane and 626 mg of NaOH in 15 mL of water is added to the reaction mixture. After 0.5 hrs, the solution is concentrated to a small volume under reduced pressure, partitioned between 50 mL of water and 50 mL of ethyl ac... Starting materials: Clc1cccnc1Cl, CC(C)(C#N)c1ncccc1Cl, Cl, O. Yields the product CC(C)(C(N)=O)c1ncccc1Cl. As a reaction SMILES: [Cl:13][c:14]1[c:15]([Cl:16])[cH:17][cH:18][cH:19][n:20]1.[Cl:1][c:2]1[c:3]([C:8]([C:9]#[N:10])([CH3:11])[CH3:12])[n:4][cH:5][cH:6][cH:7]1.[ClH:22].[OH2:21]>>[Cl:1][c:2]1[c:3]([C:8]([C:9]([NH2:10])=[O:21])([CH3:11])[CH3:12])[n:4][cH:5][cH:6][cH:7]1. Isolated yield 62.3%. As a reaction SMILES: [H-].[Na+].[CH3:3][S:4]([C:7]1[CH:8]=[C:9]([CH:11]=[CH:12][CH:13]=1)[NH2:10])(=[O:6])=[O:5].[Cl:14][C:15]1[C:20]([C:21]([NH2:23])=[O:22])=[C:19](Cl)[N:18]=[C:17]([S:25][CH3:26])[N:16]=1.C(O)(=O)CC(CC(O)=O)(C(O)=O)O>CN(C=O)C.C(OCC)(=O)C.C1COCC1>[Cl:14][C:15]1[C:20]([C:21]([NH2:23])=[O:22])=[C:19]([NH:10][C:9]2[CH:11]=[CH:12][CH:13]=[C:7]([S:4]([CH3:3])(=[O:5])=[O:6])[CH:8]=2)[N:18]=[C:17]([S:25][CH3:26])[N:16]=1 |f:0.1|. Yields the product ClC1=NC(=NC(=C1C(=O)N)NC1=CC(=CC=C1)S(=O)(=O)C)SC (4-chloro-2-(methylsulfanyl)-6-{[3-(methylsulfonyl)phenyl]amino}pyrimidine-5-carboxamide). The reactants are [H-].[Na+] (sodium hydride), CS(=O)(=O)C=1C=C(N)C=CC1 (3-(methylsulfonyl)aniline), ClC1=NC(=NC(=C1C(=O)N)Cl)SC (4,6-dichloro-2-(methylsulfanyl)pyrimidine-5-carboxamide), C(CC(O)(C(=O)O)CC(=O)O)(=O)O (citric acid). Run at time 30 minute. Procedure details: To a mixture of 55% sodium hydride in oil (733 mg) and DMF (20 mL), a mixture of 3-(methylsulfonyl)aniline (1.44 g) and THF (20 mL) were added under ice cooling and stirred for 30 minutes under ice cooling. After dropwise addition of a mixture of 4,6-dichloro-2-(methylsulfanyl)pyrimidine-5-carboxamide (2.0 g) and DMF (30 mL) over 15 minutes, the reaction liquid was further stirred under ice cooling for 15 minutes. After addition of 10% aqueous citric acid (300 mL) and extraction with ethyl aceta... Solvent: oil, CN(C)C=O (DMF), C1CCOC1 (THF), CN(C)C=O (DMF), C(C)(=O)OCC (ethyl acetate). Starting materials: BrB(Br)Br, ClCCl, CCOP(=O)(CCCCc1ccc2ccccc2c1OC)OCC, O. The product is CCOP(=O)(CCCCc1ccc2ccccc2c1O)OCC. As a reaction SMILES: [B:25]([Br:26])([Br:27])[Br:28].[CH2:30]([Cl:31])[Cl:32].[CH3:1][O:2][c:3]1[c:4]([CH2:13][CH2:14][CH2:15][CH2:16][P:17]([O:18][CH2:19][CH3:20])([O:21][CH2:22][CH3:23])=[O:24])[cH:5][cH:6][c:7]2[cH:8][cH:9][cH:10][cH:11][c:12]12.[OH2:29]>>[OH:2][c:3]1[c:4]([CH2:13][CH2:14][CH2:15][CH2:16][P:17]([O:18][CH2:19][CH3:20])([O:21][CH2:22][CH3:23])=[O:24])[cH:5][cH:6][c:7]2[cH:8][cH:9][cH:10][cH:11][c:12]12.